Dataset: the Open Reaction Database (ORD), a public repository of structured organic reaction records. Task: describe an organic reaction: reactants, conditions, products, and yield Reactants: COc1cccc(OC)c1CCl, [H-], [H][H], [Na+], CN(C)C=O, O=C1Nc2cccnc2N2CCCC12. Product: COc1cccc(OC)c1CN1C(=O)C2CCCN2c2ncccc21. RXN SMILES: [CH3:19][O:20][c:21]1[c:22]([CH2:23][Cl:24])[c:25]([O:29][CH3:30])[cH:26][cH:27][cH:28]1.[H-:15].[H:17][H:18].[Na+:16].[O:31]=[CH:32][N:33]([CH3:34])[CH3:35].[n:1]1[cH:2][cH:3][cH:4][c:5]2[c:10]1[N:9]1[CH:8]([C:7](=[O:14])[NH:6]2)[CH2:13][CH2:12][CH2:11]1>>[n:1]1[cH:2][cH:3][cH:4][c:5]2[c:10]1[N:9]1[CH:8]([C:7](=[O:14])[N:6]2[CH2:23][c:22]2[c:21]([O:20][CH3:19])[cH:28][cH:27][cH:26][c:25]2[O:29][CH3:30])[CH2:13][CH2:12][CH2:11]1. Starting materials: Cl (HCl), [Li+].[OH-] (LiOH), O (water), CC(C(=O)OCC)(C)C=1C=NC=CC1 (Ethyl α,α-dimethyl-3-pyridylacetate). Solvent: CCO (EtOH). Run at temperature 25 celsius, time 4 hour. Product: CC(C(=O)O)(C)C=1C=NC=CC1 (α,α-DIMETHYL-3-PYRIDYLACETIC ACID). Isolated yield 100.0%. As a reaction SMILES: [CH3:1][C:2]([C:9]1[CH:10]=[N:11][CH:12]=[CH:13][CH:14]=1)([CH3:8])[C:3]([O:5]CC)=[O:4].[Li+].[OH-].O.Cl>CCO>[CH3:8][C:2]([C:9]1[CH:10]=[N:11][CH:12]=[CH:13][CH:14]=1)([CH3:1])[C:3]([OH:5])=[O:4] |f:1.2|. Procedure: Ethyl α,α-dimethyl-3-pyridylacetate (disclosed in EP Application 0 288 279, published Oct. 26, 1988) (2.67 grams, 13.8 mmoles) was dissolved in EtOH (11.1 ml.) and a 1.0M LiOH in water (33.3 ml.) (33.4 mmoles) was added. The mixture was stirred at 25° C. for 4 hours. 1N HCl (38.73 ml.) was added and after 5 minutes the mixture was evaporated to dryness to give the titlle compound (Yield: 100%).